Dataset: the Open Reaction Database (ORD), a public repository of structured organic reaction records. Task: describe an organic reaction: reactants, conditions, products, and yield Reactants: CC(=O)OCC1CC(N(CC(C)C)C(=O)c2cnc(C(C)(C)C)nc2NCc2ccco2)CN(C(=O)OC(C)(C)C)C1, CO, [Na+], [OH-]. Yields the product CC(C)CN(C(=O)c1cnc(C(C)(C)C)nc1NCc1ccco1)C1CC(CO)CN(C(=O)OC(C)(C)C)C1. RXN SMILES: [C:1](=[O:2])([CH3:3])[O:4][CH2:5][CH:6]1[CH2:7][N:8]([C:36](=[O:37])[O:38][C:39]([CH3:40])([CH3:41])[CH3:42])[CH2:9][CH:10]([N:12]([CH2:13][CH:14]([CH3:15])[CH3:16])[C:17](=[O:18])[c:19]2[c:20]([NH:29][CH2:30][c:31]3[o:32][cH:33][cH:34][cH:35]3)[n:21][c:22]([C:25]([CH3:26])([CH3:27])[CH3:28])[n:23][cH:24]2)[CH2:11]1.[CH3:45][OH:46].[Na+:44].[OH-:43]>>[OH:4][CH2:5][CH:6]1[CH2:7][N:8]([C:36](=[O:37])[O:38][C:39]([CH3:40])([CH3:41])[CH3:42])[CH2:9][CH:10]([N:12]([CH2:13][CH:14]([CH3:15])[CH3:16])[C:17](=[O:18])[c:19]2[c:20]([NH:29][CH2:30][c:31]3[o:32][cH:33][cH:34][cH:35]3)[n:21][c:22]([C:25]([CH3:26])([CH3:27])[CH3:28])[n:23][cH:24]2)[CH2:11]1. Reactants: C(=O)([O-])[O-].[K+].[K+] (K2CO3), C(#N)CCC(=O)OC (methyl 3-cyanopropanoate), C(C)O (ethanol). Solvent: O (water), O (water), [Cl-].[Na+].O (brine), CCCCCC (n-hexane). Run at time 8 hour. Yields the product C(C)OC(CCC(=O)OC)=N (Methyl 4-ethoxy-4-iminobutanoate). Yield: 63.3%. RXN SMILES: [C:1]([CH2:3][CH2:4][C:5]([O:7][CH3:8])=[O:6])#[N:2].[CH2:9]([OH:11])[CH3:10].C([O-])([O-])=O.[K+].[K+]>CCCCCC.O.[Cl-].[Na+].O>[CH2:9]([O:11][C:1](=[NH:2])[CH2:3][CH2:4][C:5]([O:7][CH3:8])=[O:6])[CH3:10] |f:2.3.4,7.8.9|. Reported procedure: A solution of methyl 3-cyanopropanoate (1.5 g, 13.3 mmol) and ethanol (0.61 g, 13.3 mmol) in n-hexane (15 mL) was cooled to −30° C., and anhydrous hydrogen chloride was bubbled into the solution for 1 h. The mixture was allowed to stand overnight at about −15° C., then at 5-10° C. for 16 h. The solvent was decanted, and the residue was diluted with diethyl ether (30 mL×2) and a solution of K2CO3 (3.67 g, 26.6 mmol) in water (25 mL), the organic layer was washed with water (20 mL) and brine (10 m... Starting materials: N([C@@H](CCC(OCC(Cl)(Cl)Cl)=O)C(=O)N[C@H](CC1=CN(C2=CC=CC=C12)C=O)C(=O)N[C@@H](CC1=CC=CC=C1)C(=O)OCC1=CC=CC=C1)C(=O)OC(C)(C)C (Boc-Glu(OTce)-D-Trp(CHO)-Phe-OBzl). Reagents/catalysts: [Zn] (zinc). Solvent: CC(=O)O (AcOH). Yields the product N([C@@H](CCC(O)=O)C(=O)N[C@H](CC1=CN(C2=CC=CC=C12)C=O)C(=O)N[C@@H](CC1=CC=CC=C1)C(=O)OCC1=CC=CC=C1)C(=O)OC(C)(C)C (Boc-Glu-D-Trp(CHO)-Phe-OBzl). The yield is 80.2%. Reaction SMILES: [NH:1]([C:50]([O:52][C:53]([CH3:56])([CH3:55])[CH3:54])=[O:51])[C@H:2]([C:13]([NH:15][C@@H:16]([C:29]([NH:31][C@H:32]([C:40]([O:42][CH2:43][C:44]1[CH:49]=[CH:48][CH:47]=[CH:46][CH:45]=1)=[O:41])[CH2:33][C:34]1[CH:39]=[CH:38][CH:37]=[CH:36][CH:35]=1)=[O:30])[CH2:17][C:18]1[C:26]2[C:21](=[CH:22][CH:23]=[CH:24][CH:25]=2)[N:20]([CH:27]=[O:28])[CH:19]=1)=[O:14])[CH2:3][CH2:4][C:5](=[O:12])[O:6]CC(Cl)(Cl)Cl>CC(O)=O.[Zn]>[NH:1]([C:50]([O:52][C:53]([CH3:56])([CH3:55])[CH3:54])=[O:51])[C@H:2]([C:13]([NH:15][C@@H:16]([C:29]([NH:31][C@H:32]([C:40]([O:42][CH2:43][C:44]1[CH:45]=[CH:46][CH:47]=[CH:48][CH:49]=1)=[O:41])[CH2:33][C:34]1[CH:35]=[CH:36][CH:37]=[CH:38][CH:39]=1)=[O:30])[CH2:17][C:18]1[C:26]2[C:21](=[CH:22][CH:23]=[CH:24][CH:25]=2)[N:20]([CH:27]=[O:28])[CH:19]=1)=[O:14])[CH2:3][CH2:4][C:5](=[O:6])[OH:12]. Procedure: To a solution of Boc-Glu(OTce)-D-Trp(CHO)-Phe-OBzl (0.40 g) in 90% AcOH (10 ml), was added zinc (0.20 g). The mixture was stirred for four and half an hour at room temperature. After filtration and evaporation, the residue was extracted with ethyl acetate. The organic layer was washed with water and saturated sodium chloride, and dried over magnesium sulfate. The evaporated residue was subjected to column chromatography on silica gel (20 g) and eluted with a mixture of chloroform and methanol (3... The reactants are CCOC(=O)C (EtOAc), ClC1=NC(=CC(=N1)Cl)Cl (2,4,6-trichloropyrimidine), C1(CCCCC1)NC(=O)C1CNC(CC1)C(F)(F)F (N-cyclohexyl-6-(trifluoromethyl)-3-piperidinecarboxamide), CCN(C(C)C)C(C)C (Hunig's base). Solvent: O1CCOCC1 (1,4-dioxane). Run at temperature 80 celsius, time 3 day. Yields the product C1(CCCCC1)NC(=O)C1CN(C(CC1)C(F)(F)F)C1=NC(=NC(=C1)Cl)Cl (N-Cyclohexyl-1-(2,6-dichloro-4-pyrimidinyl)-6-(trifluoromethyl)-3-piperidinecarboxamide). Isolated yield 35.4%. Reaction SMILES: [Cl:1][C:2]1[N:7]=[C:6](Cl)[CH:5]=[C:4]([Cl:9])[N:3]=1.[CH:10]1([NH:16][C:17]([CH:19]2[CH2:24][CH2:23][CH:22]([C:25]([F:28])([F:27])[F:26])[NH:21][CH2:20]2)=[O:18])[CH2:15][CH2:14][CH2:13][CH2:12][CH2:11]1.CCN(C(C)C)C(C)C.CCOC(C)=O>O1CCOCC1>[CH:10]1([NH:16][C:17]([CH:19]2[CH2:24][CH2:23][CH:22]([C:25]([F:28])([F:26])[F:27])[N:21]([C:6]3[CH:5]=[C:4]([Cl:9])[N:3]=[C:2]([Cl:1])[N:7]=3)[CH2:20]2)=[O:18])[CH2:11][CH2:12][CH2:13][CH2:14][CH2:15]1. Procedure: To a mixture of 2,4,6-trichloropyrimidine (0.18 mL, 1.59 mmol) and N-cyclohexyl-6-(trifluoromethyl)-3-piperidinecarboxamide (0.5 g, 1.588 mmol) in 1,4-dioxane (15 mL) was added Hunig's base (0.56 mL, 3.18 mmol), and the reaction mixture was stirred over the weekend (3 days) at 80° C. into a sealed tube. Approximately 35% starting material was remaining. The temperature was increased to 140° C., and the reaction mixture was stirred at this temperature for 3 hours. The reaction was then heated for... Reactants: ice, C(C)OC(CC(=O)CC1=CC(=CC=C1)C(F)(F)F)=O (Ethyl-(3-trifluoromethylphenyl)acetoacetate), C(C)(=O)[O-].[NH4+] (ammonium acetate), C(=O)N (formamide), CC(C)([O-])C.[K+] (potassium tert-butoxide). Run in C(C)(=O)O (acetic acid), C(C)O (ethanol). Run at temperature 100 celsius. Product: FC(C=1C=C(CC2=CC(NC=N2)=O)C=CC1)(F)F (6-(3-trifluoromethylbenzyl)pyrimidin-4-one). Reaction SMILES: C([O:3][C:4](=O)[CH2:5][C:6]([CH2:8][C:9]1[CH:14]=[CH:13][CH:12]=[C:11]([C:15]([F:18])([F:17])[F:16])[CH:10]=1)=O)C.C([O-])(=O)C.[NH4+:24].[CH:25]([NH2:27])=O.CC(C)([O-])C.[K+]>C(O)C.C(O)(=O)C>[F:16][C:15]([F:18])([F:17])[C:11]1[CH:10]=[C:9]([CH:14]=[CH:13][CH:12]=1)[CH2:8][C:6]1[N:27]=[CH:25][NH:24][C:4](=[O:3])[CH:5]=1 |f:1.2,4.5|. Reported procedure: Ethyl-(3-trifluoromethylphenyl)acetoacetate (15.3 g, 0.056 mol) is added to a solution of ammonium acetate (21.6 g, 0.28 mol) in ethanol (100 ml) and the mixture is refluxed for 3 hours. The solution is concentrated under reduced pressure and then suspended in ethyl acetate. The suspension is washed with water and saturated brine and the organic layer concentrated. The material is then dissolved in dimethylsulfoxide (125 ml) and formamide (20 ml) and potassium tert-butoxide (1.28 g, 0.011 mol) a... The reactants are BrCC1=CC=C(C=C1)C1=NC=CC=C1S(=O)(=O)N(C1=NC=C(N=C1OC)C)C(=O)OCC(C)C (2-(4-bromomethylphenyl)-N-(isobutoxycarbonyl)-N-(3-methoxy-5-methylpyrazin-2-yl)pyridine-3-sulphonamide), [H-].[Na+] (sodium hydride), N1=CC(=CC=C1)CO (3-pyridyl carbinol), [H][H] (hydrogen). Run in C1CCOC1 (THF). Run at time 2 hour. Product: CCOCC.COC=1C(=NC=C(N1)C)NS(=O)(=O)C=1C(=NC=CC1)C1=CC=C(C=C1)COCC=1C=NC=CC1 (ether N-(3-methoxy-5-methylpyrazin-2-yl)-2-{4-[(3-pyridyl)methoxymethyl]phenyl}pyridine-3-sulphonamide). Isolated yield 67.8%. Reaction SMILES: [H-].[Na+].[N:3]1[CH:8]=[CH:7][CH:6]=[C:5]([CH2:9][OH:10])[CH:4]=1.[H][H].Br[CH2:14][C:15]1[CH:20]=[CH:19][C:18]([C:21]2[C:26]([S:27]([N:30](C(OCC(C)C)=O)[C:31]3[C:36]([O:37][CH3:38])=[N:35][C:34]([CH3:39])=[CH:33][N:32]=3)(=[O:29])=[O:28])=[CH:25][CH:24]=[CH:23][N:22]=2)=[CH:17][CH:16]=1>C1COCC1>[CH3:14][CH2:15][O:10][CH2:9][CH3:5].[CH3:38][O:37][C:36]1[C:31]([NH:30][S:27]([C:26]2[C:21]([C:18]3[CH:17]=[CH:16][C:15]([CH2:14][O:10][CH2:9][C:5]4[CH:4]=[N:3][CH:8]=[CH:7][CH:6]=4)=[CH:20][CH:19]=3)=[N:22][CH:23]=[CH:24][CH:25]=2)(=[O:29])=[O:28])=[N:32][CH:33]=[C:34]([CH3:39])[N:35]=1 |f:0.1,6.7|. Reported procedure: Oil-free sodium hydride (240 mg) was added to a stirred solution of 3-pyridyl carbinol (1.09 g) in dry THF (20 ml). When evolution of hydrogen ceased, 2-(4-bromomethylphenyl)-N-(isobutoxycarbonyl)-N-(3-methoxy-5-methylpyrazin-2-yl)pyridine-3-sulphonamide (549 mg) was added and the mixture was stirred for 2 hours. Volatile material was removed by evaporation and saturated ammonium chloride solution (10 ml) was added to the residue. The mixture was extracted with ethyl acetate (3×20 ml) and the ex... Reactants: O (water), CC(C)([O-])C.[K+] (potassium tert-butoxide), C(C1=CN=CC=C1)(=O)OC (methyl nicotinate), C1(CCCCO1)=O (delta-valerolactone). Run in O1CCCC1 (tetrahydrofuran), O1CCCC1 (tetrahydrofuran). Run at time 2 hour. Product: N1=CC(=CC=C1)C(=O)CCCCO (4-hydroxybutyl 3-pyridyl ketone). Isolated yield 54.8%. Reaction SMILES: CC(C)([O-])C.[K+].[C:7]([O:15]C)(=O)[C:8]1[CH:13]=[CH:12][CH:11]=[N:10][CH:9]=1.C1(=O)[O:22][CH2:21][CH2:20][CH2:19][CH2:18]1.O>O1CCCC1>[N:10]1[CH:11]=[CH:12][CH:13]=[C:8]([C:7]([CH2:18][CH2:19][CH2:20][CH2:21][OH:22])=[O:15])[CH:9]=1 |f:0.1|. Procedure: A stirred solution of potassium tert-butoxide (83.55 g) in tetrahydrofuran (500 ml) under nitrogen at room temperature is treated with a solution of methyl nicotinate (68.5 g) and delta-valerolactone (75.0 g) in tetrahydrofuran (125 ml), continuously during 1 hour, maintaining the temperature between 22° C. and 32° C. The mixture is stirred for 2 hours and is then treated with water (750ml). The resulting mixture is washed with xylene (125 ml) and the aqueous layer is then treated with concentra... Starting materials: C(C)OC(CCCOC1=C(C(=CC=C1)CCCCCCBr)CCC(=O)OCC)=O (4-[3-(6-bromo-hexyl)-2-(2-ethoxycarbonyl-ethyl)-phenoxy]-butyric acid ethyl ester), C(C)(C)(C)OC(C1=CC(=CC(=C1)O)Br)=O (3-bromo-5-hydroxy-benzoic acid tert-butyl ester), C([O-])([O-])=O.[K+].[K+] (potassium carbonate). Run in CN(C=O)C (N,N-dimethylformamide), CC(=O)C (acetone), O (water), Cl (HCl). Run at temperature 70 celsius. The product is C(C)(C)(C)OC(C1=CC(=CC(=C1)OCCCCCCC1=C(C(=CC=C1)OCCCC(=O)OCC)CCC(=O)OCC)Br)=O (3-Bromo-5-{6-[2-(2-ethoxycarbonyl-ethyl)-3-(3-ethoxycarbonyl-propoxy)-phenyl]-hexyloxy}-benzoic acid tert-butyl ester). Isolated yield 98.8%. As a reaction SMILES: [CH2:1]([O:3][C:4](=[O:29])[CH2:5][CH2:6][CH2:7][O:8][C:9]1[CH:14]=[CH:13][CH:12]=[C:11]([CH2:15][CH2:16][CH2:17][CH2:18][CH2:19][CH2:20]Br)[C:10]=1[CH2:22][CH2:23][C:24]([O:26][CH2:27][CH3:28])=[O:25])[CH3:2].[C:30]([O:34][C:35](=[O:44])[C:36]1[CH:41]=[C:40]([OH:42])[CH:39]=[C:38]([Br:43])[CH:37]=1)([CH3:33])([CH3:32])[CH3:31].C(=O)([O-])[O-].[K+].[K+]>CN(C)C=O.CC(C)=O.O.Cl>[C:30]([O:34][C:35](=[O:44])[C:36]1[CH:41]=[C:40]([O:42][CH2:20][CH2:19][CH2:18][CH2:17][CH2:16][CH2:15][C:11]2[CH:12]=[CH:13][CH:14]=[C:9]([O:8][CH2:7][CH2:6][CH2:5][C:4]([O:3][CH2:1][CH3:2])=[O:29])[C:10]=2[CH2:22][CH2:23][C:24]([O:26][CH2:27][CH3:28])=[O:25])[CH:39]=[C:38]([Br:43])[CH:37]=1)([CH3:33])([CH3:31])[CH3:32] |f:2.3.4|. Procedure: To a solution of 4-[3-(6-bromo-hexyl)-2-(2-ethoxycarbonyl-ethyl)-phenoxy]-butyric acid ethyl ester (9.48 g, 20.1 mmol), 3-bromo-5-hydroxy-benzoic acid tert-butyl ester (5.0 g, 18.3 mmol) in N,N-dimethylformamide (100 mL) and acetone (200 mL) was added potassium carbonate (25.3 g, 183 mmol) at room temperature. The resulting suspension was heated to 70° C. for 24 h. Then, the reaction mixture was cooled to room temperature and diluted with water and 10% aq. HCl. The organic compound was extracted... Reactants: C(C)(C)(C)OC(=O)N1CCC(CC1)C1=NC=NC2=CC(=C(C=C12)OC)N1CCOCC1 (4-(6-methoxy-7-morpholin-4-yl-quinazolin-4-yl)-piperidine-1-carboxylic acid tert-butyl ester), Cl.[N+](=O)([O-])C1=CC=C(C=C1)OC(NC1=CC=C(C=C1)N1CCOCC1)=O ((4-morpholin-4-yl-phenyl)-carbamic acid 4-nitro-phenyl ester hydrochloride). The product is N1(CCOCC1)C1=CC=C(C=C1)NC(=O)N1CCC(CC1)C1=NC=NC2=CC(=C(C=C12)OC)N1CCOCC1 (4-(6-Methoxy-7-morpholin-4-yl-quinazolin-4-yl)-piperidine-1-carboxylic acid (4-morpholin-4-yl-phenyl)-amide). RXN SMILES: C(O[C:6]([N:8]1[CH2:13][CH2:12][CH:11]([C:14]2[C:23]3[C:18](=[CH:19][C:20]([N:26]4[CH2:31][CH2:30][O:29][CH2:28][CH2:27]4)=[C:21]([O:24][CH3:25])[CH:22]=3)[N:17]=[CH:16][N:15]=2)[CH2:10][CH2:9]1)=[O:7])(C)(C)C.Cl.[N+](C1C=CC(OC(=O)[NH:44][C:45]2[CH:50]=[CH:49][C:48]([N:51]3[CH2:56][CH2:55][O:54][CH2:53][CH2:52]3)=[CH:47][CH:46]=2)=CC=1)([O-])=O>>[N:51]1([C:48]2[CH:47]=[CH:46][C:45]([NH:44][C:6]([N:8]3[CH2:13][CH2:12][CH:11]([C:14]4[C:23]5[C:18](=[CH:19][C:20]([N:26]6[CH2:31][CH2:30][O:29][CH2:28][CH2:27]6)=[C:21]([O:24][CH3:25])[CH:22]=5)[N:17]=[CH:16][N:15]=4)[CH2:10][CH2:9]3)=[O:7])=[CH:50][CH:49]=2)[CH2:52][CH2:53][O:54][CH2:55][CH2:56]1 |f:1.2|. Procedure: The title compound was prepared from 4-(6-methoxy-7-morpholin-4-yl-quinazolin-4-yl)-piperidine-1-carboxylic acid tert-butyl ester, prepared in Example 211a, and (4-morpholin-4-yl-phenyl)-carbamic acid 4-nitro-phenyl ester hydrochloride, prepared as described in Example 66a, using essentially the protocol given for Example 170c. 1H-NMR (400 MHz, CDCl3) δ 9.06 (s, 1H), 7.37 (s, 1H), 7.28 (m, 2H), 7.25 (s, 1H), 6.89 (m, 2H), 6.35 (s, 1H), 4.27 (m, 2H), 4.06 (s, 3H), 3.94 (m, 4H), 3.86 (m, 4H), 3.59... The reactants are CNCC1=CC=CC=C1 (N-methylbenzylamine), ClC(=O)OC(C)Cl (1-chloroethyl chloroformate). The solvent is hexanes, CCOC(=O)C (EtOAc), C(=O)(O)[O-].[Na+] (NaHCO3). Product: C(C1=CC=CC=C1)N(C(OC(C)Cl)=O)C (1-chloroethyl benzyl(methyl)carbamate). Yield: 54.9%. Reaction SMILES: [CH3:1][NH:2][CH2:3][C:4]1[CH:9]=[CH:8][CH:7]=[CH:6][CH:5]=1.Cl[C:11]([O:13][CH:14]([Cl:16])[CH3:15])=[O:12]>CCOC(C)=O.C([O-])(O)=O.[Na+]>[CH2:3]([N:2]([CH3:1])[C:11](=[O:12])[O:13][CH:14]([Cl:16])[CH3:15])[C:4]1[CH:9]=[CH:8][CH:7]=[CH:6][CH:5]=1 |f:3.4|. Procedure: To a vigorously stirred suspension of N-methylbenzylamine (0.260 mL, 2 mmol) in EtOAc (3 mL) and 3 mL of saturated NaHCO3 solution was added 1-chloroethyl chloroformate (0.160 mL, 2 mmol). Effervescence was observed. Once gas production had ceased, the reaction mixture was diluted with hexanes (10 mL). The aqueous phase was removed and the organic phase was washed with brine (5 mL), dried and concentrated to give the crude product as an oil (˜0.250 g). The compound was used in the subsequent ste...